From a dataset of the Open Reaction Database (ORD), a public repository of structured organic reaction records. describe an organic reaction: reactants, conditions, products, and yield Reactants: [OH-].[Na+] (sodium hydroxide), FC1=C(C=C(C=C1)C)O (2-fluoro-5-methyl phenol), BrCCCC(=O)OCC (ethyl 4-bromobutyrate), C([O-])([O-])=O.[K+].[K+] (potassium carbonate), Cl (hydrochloric acid). Product: FC1=C(OCCCC(=O)O)C=C(C=C1)C (4-(2-Fluoro-5-methyl-phenoxy)-butyric acid). Conditions: temperature 25 celsius, time 14.5 hour. As a reaction SMILES: [F:1][C:2]1[CH:7]=[CH:6][C:5]([CH3:8])=[CH:4][C:3]=1[OH:9].Br[CH2:11][CH2:12][CH2:13][C:14]([O:16]CC)=[O:15].C(=O)([O-])[O-].[K+].[K+].[OH-].[Na+].Cl>CC(=O)CC>[F:1][C:2]1[CH:7]=[CH:6][C:5]([CH3:8])=[CH:4][C:3]=1[O:9][CH2:11][CH2:12][CH2:13][C:14]([OH:16])=[O:15] |f:2.3.4,5.6|. The solvent is CC(CC)=O (2-butanone). Procedure details: A 200 ml 3-neck round bottom flask equipped with a magnetic stirrer bar and a reflux condenser was charged with 4.99 g (40 mmol) of 2-fluoro-5-methyl phenol, 9.01 g (44 mmol) of ethyl 4-bromobutyrate, 6.63 g (48 mmol) potassium carbonate and 120 ml of 2-butanone. The slurry heated to reflux. After stirring for 14.5 hr at reflux, the reaction mixture was cooled to 25° C., filtered and concentrated. The residue was taken up in water (200 ml) and treated with 42 ml (84 mmol) 2N aqueous sodium hydro... Starting materials: CCOC(=O)CC1CCC(c2ccccc2)(N(C)C)CC1, [Li]CCCC, C1CCOC1, [Cl-], Nc1ccc(F)cc1, [NH4+]. The product is CN(C)C1(c2ccccc2)CCC(CC(=O)Nc2ccc(F)cc2)CC1. RXN SMILES: [CH2:14]([O:16][C:17](=[O:15])[CH2:18][CH:19]1[CH2:20][CH2:21][C:22]([c:25]2[cH:26][cH:27][cH:28][cH:29][cH:30]2)([N:31]([CH3:32])[CH3:33])[CH2:23][CH2:24]1)[CH3:34].[CH2:1]([Li:2])[CH2:3][CH2:4][CH3:5].[CH2:37]1[O:38][CH2:39][CH2:40][CH2:41]1.[Cl-:35].[NH2:6][c:7]1[cH:8][cH:9][c:10]([F:11])[cH:12][cH:13]1.[NH4+:36]>>[NH:6]([c:7]1[cH:8][cH:9][c:10]([F:11])[cH:12][cH:13]1)[C:17](=[O:16])[CH2:18][CH:19]1[CH2:20][CH2:21][C:22]([c:25]2[cH:26][cH:27][cH:28][cH:29][cH:30]2)([N:31]([CH3:32])[CH3:33])[CH2:23][CH2:24]1. The reactants are BrC1=CC=C(C=C1)C1=NC2=C(N1C1=CC=CC=C1)C=CC=C2 (2-(4-bromophenyl)-1-phenyl-1H-benzimidazole), C1=C(C=CC2=CC=CC=C12)C1=C2C=CC=CC2=C(C2=CC=CC=C12)B(O)O (10-naphthalene-2-yl-anthracene-9-boronic acid), resultant suspension, C([O-])([O-])=O.[Na+].[Na+] (sodium carbonate). Reagents/catalysts: [Pd].C1(=CC=CC=C1)P(C1=CC=CC=C1)C1=CC=CC=C1.C1(=CC=CC=C1)P(C1=CC=CC=C1)C1=CC=CC=C1.C1(=CC=CC=C1)P(C1=CC=CC=C1)C1=CC=CC=C1.C1(=CC=CC=C1)P(C1=CC=CC=C1)C1=CC=CC=C1 (tetrakis (triphenylphosphine) palladium). Run in COCCOC (1,2-dimethoxyethane). Product: C1=C(C=CC2=CC=CC=C12)C1=C2C=CC=CC2=C(C2=CC=CC=C12)C1=CC=C(C=C1)C1=NC2=C(N1C1=CC=CC=C1)C=CC=C2 (2-[4-(10-naphthalene-2-yl-anthracene-9-yl)-phenyl]-1-phenyl-1H-benzimidazole). Isolated yield 81.0%. Reaction SMILES: Br[C:2]1[CH:7]=[CH:6][C:5]([C:8]2[N:12]([C:13]3[CH:18]=[CH:17][CH:16]=[CH:15][CH:14]=3)[C:11]3[CH:19]=[CH:20][CH:21]=[CH:22][C:10]=3[N:9]=2)=[CH:4][CH:3]=1.[CH:23]1[C:32]2[C:27](=[CH:28][CH:29]=[CH:30][CH:31]=2)[CH:26]=[CH:25][C:24]=1[C:33]1[C:46]2[C:41](=[CH:42][CH:43]=[CH:44][CH:45]=2)[C:40](B(O)O)=[C:39]2[C:34]=1[CH:35]=[CH:36][CH:37]=[CH:38]2.C(=O)([O-])[O-].[Na+].[Na+]>[Pd].C1(P(C2C=CC=CC=2)C2C=CC=CC=2)C=CC=CC=1.C1(P(C2C=CC=CC=2)C2C=CC=CC=2)C=CC=CC=1.C1(P(C2C=CC=CC=2)C2C=CC=CC=2)C=CC=CC=1.C1(P(C2C=CC=CC=2)C2C=CC=CC=2)C=CC=CC=1.COCCOC>[CH:23]1[C:32]2[C:27](=[CH:28][CH:29]=[CH:30][CH:31]=2)[CH:26]=[CH:25][C:24]=1[C:33]1[C:46]2[C:41](=[CH:42][CH:43]=[CH:44][CH:45]=2)[C:40]([C:2]2[CH:7]=[CH:6][C:5]([C:8]3[N:12]([C:13]4[CH:14]=[CH:15][CH:16]=[CH:17][CH:18]=4)[C:11]4[CH:19]=[CH:20][CH:21]=[CH:22][C:10]=4[N:9]=3)=[CH:4][CH:3]=2)=[C:39]2[C:34]=1[CH:35]=[CH:36][CH:37]=[CH:38]2 |f:2.3.4,5.6.7.8.9|. Procedure details: Dissolving 4.0 g (11 mmol) of 2-(4-bromophenyl)-1-phenyl-1H-benzimidazole, 4.0 g (11 mmol) of 10-naphthalene-2-yl-anthracene-9-boronic acid and 0.27 g of tetrakis (triphenylphosphine) palladium into 40 milliliter of 1,2-dimethoxyethane, adding 18 milliliter of 2.0M sodium carbonate aqueous solution, the resultant suspension was refluxed with heating for 7 hours. After completion of the reaction, separation with filtration was carried out and resultant crystals were washed with water and methanol... Starting materials: C(C)(=O)N1CCN(CC1)C1=NC(=C(C(=O)OC)C=C1F)NC1=C(C=C(C=C1)F)F (methyl 6-(4-acetyl-1-piperazinyl)-2-(2,4-difluorophenylamino)-5-fluoronicotinate), Cl (hydrochloric acid), [OH-].[Na+] (sodium hydroxide), O (water). Solvent: CO (methanol). Product: FC1=C(C=CC(=C1)F)NC1=C(C(=O)O)C=C(C(=N1)N1CCNCC1)F (2-(2,4-difluorophenylamino)-5-fluoro-6-(1-piperazinyl)nicotinic acid). Isolated yield 98.1%. RXN SMILES: C([N:4]1[CH2:9][CH2:8][N:7]([C:10]2[C:19]([F:20])=[CH:18][C:13]([C:14]([O:16]C)=[O:15])=[C:12]([NH:21][C:22]3[CH:27]=[CH:26][C:25]([F:28])=[CH:24][C:23]=3[F:29])[N:11]=2)[CH2:6][CH2:5]1)(=O)C.[OH-].[Na+].O.Cl>CO>[F:29][C:23]1[CH:24]=[C:25]([F:28])[CH:26]=[CH:27][C:22]=1[NH:21][C:12]1[N:11]=[C:10]([N:7]2[CH2:6][CH2:5][NH:4][CH2:9][CH2:8]2)[C:19]([F:20])=[CH:18][C:13]=1[C:14]([OH:16])=[O:15] |f:1.2|. Procedure: In 3.9 ml of methanol was suspended 130 mg of methyl 6-(4-acetyl-1-piperazinyl)-2-(2,4-difluorophenylamino)-5-fluoronicotinate, and 3.33 ml of 2N aqueous sodium hydroxide solution was added thereto, after which the resulting mixture was subjected to reaction under reflux for 2 hours. To the reaction mixture was added 2 ml of water, and the pH thereof was adjusted to 8.5 with 1N hydrochloric acid, after which the crystals thus deposited were collected by filtration and washed with 2 ml of water t... Reactants: ON1C(CCC1=O)=O (N-hydroxysuccinimide), ClC(=O)OC(Cl)(Cl)Cl (trichloromethyl chloroformate). Conditions: time 10 minute. The product is C1CC(=O)N(C1=O)OC(=O)ON2C(=O)CCC2=O (N,N'-disuccinimidyl carbonate). Yield: 50.7%. Reaction SMILES: [OH:1][N:2]1[C:6](=[O:7])[CH2:5][CH2:4][C:3]1=[O:8].Cl[C:10]([O:12]C(Cl)(Cl)Cl)=[O:11]>>[CH2:5]1[C:6](=[O:7])[N:2]([O:1][C:10]([O:12][N:2]2[C:6](=[O:7])[CH2:5][CH2:4][C:3]2=[O:8])=[O:11])[C:3](=[O:8])[CH2:4]1. Procedure details: 11.5 g (0.1 mol) of N-hydroxysuccinimide was admixed with 6 ml (0.05 mol) of trichloromethyl chloroformate (TCF), and the resultant admixture was melted by heating. The heating was continued for 10 minutes and then the resultant melt was allowed to cool and to deposit a colorless crystalline material. This crystalline material was filtered off from the liquid phase and recrystallized from acetonitrile, affording 6.5 g of the titled compound in the form of colorless crystals. Yield 50%. Starting materials: C(C)(C)(C)OC(C(=O)OCC)C1=C(C2=CC=CC(=C2C=C1C)C)C1=CC=C(C=C1)Cl (ethyl 2-tert-butoxy-2-(1-(4-chlorophenyl)-3,5-dimethylnaphthalen-2-yl)acetate), [OH-].[Li+] (lithium hydroxide). Solvent: O1CCCC1.C(C)O.O (tetrahydrofuran ethanol water). Conditions: temperature 50 celsius. Yields the product C(C)(C)(C)OC(C(=O)O)C1=C(C2=CC=CC(=C2C=C1C)C)C1=CC=C(C=C1)Cl (2-tert-butoxy-2-(1-(4-chlorophenyl)-3,5-dimethylnaphthalen-2-yl)acetic acid). Yield: 56.4%. As a reaction SMILES: [C:1]([O:5][CH:6]([C:12]1[C:21]([CH3:22])=[CH:20][C:19]2[C:14](=[CH:15][CH:16]=[CH:17][C:18]=2[CH3:23])[C:13]=1[C:24]1[CH:29]=[CH:28][C:27]([Cl:30])=[CH:26][CH:25]=1)[C:7]([O:9]CC)=[O:8])([CH3:4])([CH3:3])[CH3:2].[OH-].[Li+]>O1CCCC1.C(O)C.O>[C:1]([O:5][CH:6]([C:12]1[C:21]([CH3:22])=[CH:20][C:19]2[C:14](=[CH:15][CH:16]=[CH:17][C:18]=2[CH3:23])[C:13]=1[C:24]1[CH:29]=[CH:28][C:27]([Cl:30])=[CH:26][CH:25]=1)[C:7]([OH:9])=[O:8])([CH3:4])([CH3:2])[CH3:3] |f:1.2,3.4.5|. Reported procedure: To a solution of ethyl 2-tert-butoxy-2-(1-(4-chlorophenyl)-3,5-dimethylnaphthalen-2-yl)acetate (32 mg, 0.075 mmol) in tetrahydrofuran: ethanol:water (2:2:1, 3 mL) was added lithium hydroxide (9 mg, 0.377 mmol) and the reaction was heated to 50° C. overnight. The reaction was purified by reverse phase HPLC (Gemini, 40-100% ACN/H2O+0.1% TFA). The product was lyophilized to give a white powder (16.8 mg). 1H-NMR: 400 MHz, (CD3OD) δ: 7.86 (s, 1H), 7.54 (m, 3H), 7.29 (m, 2H), 7.16 (t, J=8.8 Hz, 1H), 7... The reactants are c1ccc3c(c1)oc2ccccc23 (substrate), Br[Mg]c2ccc1ccccc1c2 (effective_coupling_partner). Reaction conditions: temperature 80 celsius, time 2 hour. The product is c4cc(O)c(c1ccccc1c3ccc2ccccc2c3)cc4.